Dataset: the Open Reaction Database (ORD), a public repository of structured organic reaction records. Task: describe an organic reaction: reactants, conditions, products, and yield Starting materials: C(=O)C=1C=C(C=C2C=C(C(OC12)C(F)(F)F)C(=O)OCC)C (ethyl 8-formyl-6-methyl-2-(trifluoromethyl)-2H-chromene-3-carboxylate), [BH4-].[Na+] (Sodium borohydride). Run in C1CCOC1 (THF), C(C)O (ethanol). Conditions: temperature 0 celsius, time 1 hour. The product is OCC=1C=C(C=C2C=C(C(OC12)C(F)(F)F)C(=O)OCC)C (ethyl 8-(hydroxymethyl)-6-methyl-2-(trifluoromethyl)-2H-chromene-3-carboxylate). Yield: 93.0%. As a reaction SMILES: [CH:1]([C:3]1[CH:4]=[C:5]([CH3:22])[CH:6]=[C:7]2[C:12]=1[O:11][CH:10]([C:13]([F:16])([F:15])[F:14])[C:9]([C:17]([O:19][CH2:20][CH3:21])=[O:18])=[CH:8]2)=[O:2].[BH4-].[Na+]>C1COCC1.C(O)C>[OH:2][CH2:1][C:3]1[CH:4]=[C:5]([CH3:22])[CH:6]=[C:7]2[C:12]=1[O:11][CH:10]([C:13]([F:15])([F:16])[F:14])[C:9]([C:17]([O:19][CH2:20][CH3:21])=[O:18])=[CH:8]2 |f:1.2|. Procedure details: The ethyl 8-formyl-6-methyl-2-(trifluoromethyl)-2H-chromene-3-carboxylate from Example 605a, Step 1 (0.32 g, 1.02 mmole) was dissolved in a mixture of THF (1.5 mL) and ethanol (1.5 mL) and the solution was chilled to 0° C. (ice bath). Sodium borohydride (0.04 g, 1.02 mmole) was added portionwise to the above solution and the mixture was allowed to stir for 1 hour. The reaction was quenched with 0.5N HCl (5 mL) and extracted with CH2Cl2 (2×10 mL). The combined extracts were washed with brine (20 ...